Dataset: the Open Reaction Database (ORD), a public repository of structured organic reaction records. Task: describe an organic reaction: reactants, conditions, products, and yield Reactants: N1(CCCCC1)CC=1C=C(OCCCN)C=CC1 (3-[3-(piperidinomethyl)phenoxy]propylamine), C=1C=CC2=C(C1)N=NN2O (HOBt), C1CCC(CC1)N=C=NC2CCCCC2 (DCC), COC(=O)NCCSCC(=O)O (2-[2-(methoxycarbonylamino)ethylthio]acetic acid). The solvent is ClCCl (dichloromethane). Run at time 30 minute. The product is N1(CCCCC1)CC=1C=C(OCCCNC(CSCCNC(=O)OC)=O)C=CC1 (N-[3-[3-(piperidinomethyl)phenoxy]propyl]-2-[2-(methoxycarbonylamino)ethylthio]acetamide). The yield is 79.2%. As a reaction SMILES: [CH3:1][O:2][C:3]([NH:5][CH2:6][CH2:7][S:8][CH2:9][C:10]([OH:12])=O)=[O:4].C1C=CC2N(O)N=NC=2C=1.C1CCC(N=C=NC2CCCCC2)CC1.[N:38]1([CH2:44][C:45]2[CH:46]=[C:47]([CH:53]=[CH:54][CH:55]=2)[O:48][CH2:49][CH2:50][CH2:51][NH2:52])[CH2:43][CH2:42][CH2:41][CH2:40][CH2:39]1>ClCCl>[N:38]1([CH2:44][C:45]2[CH:46]=[C:47]([CH:53]=[CH:54][CH:55]=2)[O:48][CH2:49][CH2:50][CH2:51][NH:52][C:10](=[O:12])[CH2:9][S:8][CH2:7][CH2:6][NH:5][C:3]([O:2][CH3:1])=[O:4])[CH2:43][CH2:42][CH2:41][CH2:40][CH2:39]1. Reported procedure: There was dissolved 2.07 g (0.011 mol) of 2-[2-(methoxycarbonylamino)ethylthio]acetic acid in 50 ml of dichloromethane and added 1.68 g (0.011 mol) of HOBt and 2.27 g (0.011 mol) of DCC under cooling with ice, and the mixture was stirred for 30 minutes under cooling with ice. Thereto was added 2.7 g (0.011 mol) of 3-[3-(piperidinomethyl)phenoxy]propylamine and the mixture was stirred for 18 hours at room temperature. The precipitate was filtrated off, and the filtrate was washed with 5% aqueous ...